From a dataset of the Open Reaction Database (ORD), a public repository of structured organic reaction records. describe an organic reaction: reactants, conditions, products, and yield Reaction SMILES: O.O.[Sn](Cl)Cl.[CH3:6][C:7]1[C:25]([N+:26]([O-])=O)=[CH:24][CH:23]=[C:22]([CH3:29])[C:8]=1[O:9][C:10]1[C:15]([C:16]2[CH:21]=[CH:20][N:19]=[CH:18][N:17]=2)=[CH:14][CH:13]=[CH:12][N:11]=1>CO>[CH3:6][C:7]1[C:8]([O:9][C:10]2[C:15]([C:16]3[CH:21]=[CH:20][N:19]=[CH:18][N:17]=3)=[CH:14][CH:13]=[CH:12][N:11]=2)=[C:22]([CH3:29])[CH:23]=[CH:24][C:25]=1[NH2:26] |f:0.1.2|. Procedure details: Added tin(II) chloride dihydrate (6.13 g, 27.1 mmol) to a stirring solution/suspension of 4-(2-(2,6-dimethyl-3-nitrophenoxy)pyridin-3-yl)pyrimidine (1.75 g, 5.43 mmol) in methanol (20.0 ml). Heated reaction mixture to 65° C. for 1.25 hours. Filtered hot suspension through Celite which was washed with 20 mL MeOH and 200 mL EtOAc. The organic solution was then extracted with 3×100 1N HCl. The acidic aqueous phase was then basified with 5N NaOH and allowed to stand for 5 minutes. The aqueous phase ... Run in CO (methanol). Run at time 5 minute. Reactants: O.O.[Sn](Cl)Cl (tin(II) chloride dihydrate), CC1=C(OC2=NC=CC=C2C2=NC=NC=C2)C(=CC=C1[N+](=O)[O-])C (4-(2-(2,6-dimethyl-3-nitrophenoxy)pyridin-3-yl)pyrimidine). The product is CC1=C(C=CC(=C1OC1=NC=CC=C1C1=NC=NC=C1)C)N (2,4-dimethyl-3-(3-(pyrimidin-4-yl)pyridin-2-yloxy)benzenamine). Reactants: ferrous sulfate, OO (hydrogen peroxide), peroxide, N1=CC=C(C=C1)C=C1C(C2=CC=CC=C2CC1)=O (2-(4-pyridylmethylene)-3,4-dihydro-1(2H)-naphthalenone), C(Cl)(Cl)Cl (chloroform), Cl (hydrochloric acid). Solvent: O (water), O (water), C(C)O (ethanol). Yields the product N1=CC=C(C=C1)C1C2(O1)C(C1=CC=CC=C1CC2)=O (3'-(4-pyridyl)-spiro[1,2,3,4-tetrahydronaphthalene-2,2'-oxirane]-1-one). RXN SMILES: [N:1]1[CH:6]=[CH:5][C:4]([CH:7]=[C:8]2[CH2:17][CH2:16][C:15]3[C:10](=[CH:11][CH:12]=[CH:13][CH:14]=3)[C:9]2=[O:18])=[CH:3][CH:2]=1.C(Cl)(Cl)Cl.[OH:23]O.Cl>O.C(O)C>[N:1]1[CH:6]=[CH:5][C:4]([CH:7]2[O:23][C:8]32[CH2:17][CH2:16][C:15]2[C:10](=[CH:11][CH:12]=[CH:13][CH:14]=2)[C:9]3=[O:18])=[CH:3][CH:2]=1. Procedure: To a mixture of 10 g. of 2-(4-pyridylmethylene)-3,4-dihydro-1(2H)-naphthalenone in 100 ml of water and 200 ml of ethanol is added sufficient chloroform to dissolve the reactants. The pH is adjusted to between 7 and 9 and a 3 molar excess of 30% hydrogen peroxide in water is added dropwise at room temperature. The reactants are stirred for 5 hours after which sufficient ferrous sulfate is added to neutralize the excess peroxide. The mixture is then acidified with hydrochloric acid and the organic... Starting materials: CC1=CNC2=CC=C(C=C12)C#N (3-methyl-1H-indole-5-carbonitrile). Reagents/catalysts: [Ni] (Raney Nickel). Run in N (ammonia), CO (MeOH). Yields the product CC1=CNC2=CC=C(C=C12)CN ((3-methyl-1H-indol-5-yl)methanamine). Yield: 97.0%. RXN SMILES: [CH3:1][C:2]1[C:10]2[C:5](=[CH:6][CH:7]=[C:8]([C:11]#[N:12])[CH:9]=2)[NH:4][CH:3]=1>[Ni].N.CO>[CH3:1][C:2]1[C:10]2[C:5](=[CH:6][CH:7]=[C:8]([CH2:11][NH2:12])[CH:9]=2)[NH:4][CH:3]=1. Reported procedure: Raney Nickel (wet, 1.0 g) was added to a stirred solution of 192 (220.0 mg, 1.41 mmol) in 2.0 M ammonia in MeOH (10 mL). The reaction mixture was hydrogenated under an H2 balloon at 1 atmospheric pressure at RT for 3 d. The reaction mixture was filtered through a pad of Celite® and the pad was rinsed well with MeOH and water. Volatile solvent from the filtrate was removed in vacuo. The aqueous phase from filtrate was thrice extracted with EtOAc. The combined organic extracts were dried (Na2SO4),... Reactants: CO, O=CNc1nc(C(=NOC2CC2)C(=O)O)cs1, Cl. Yields the product Nc1nc(C(=NOC2CC2)C(=O)O)cs1, Cl. As a reaction SMILES: [CH3:19][OH:20].[CH:1]1([O:4][N:5]=[C:6]([C:7](=[O:8])[OH:9])[c:10]2[n:11][c:12]([NH:15][CH:16]=[O:17])[s:13][cH:14]2)[CH2:2][CH2:3]1.[ClH:18]>>[CH:1]1([O:4][N:5]=[C:6]([C:7](=[O:8])[OH:9])[c:10]2[n:11][c:12]([NH2:15])[s:13][cH:14]2)[CH2:2][CH2:3]1.[ClH:18]. The product is ClC1=CC=C(C=C1)C=1C=C2C=CNC2=CC1 (5-(4-chlorophenyl)indole). Starting materials: C(=O)([O-])[O-].[K+].[K+] (K2CO3), BrC=1C=C2C=CNC2=CC1 (5-bromoindole), ClC1=CC=C(C=C1)B(O)O (4-chlorophenylboronic acid), tetrakistriphenylphosphine palladium. Yield: 40.7%. Run in O (water). As a reaction SMILES: C([O-])([O-])=O.[K+].[K+].Br[C:8]1[CH:9]=[C:10]2[C:14](=[CH:15][CH:16]=1)[NH:13][CH:12]=[CH:11]2.[Cl:17][C:18]1[CH:23]=[CH:22][C:21](B(O)O)=[CH:20][CH:19]=1>O>[Cl:17][C:18]1[CH:23]=[CH:22][C:21]([C:8]2[CH:9]=[C:10]3[C:14](=[CH:15][CH:16]=2)[NH:13][CH:12]=[CH:11]3)=[CH:20][CH:19]=1 |f:0.1.2|. Procedure: A stirred slurry of 6.35 g (60 mmol) K2CO3, 2.94 g (15 mmol) 5-bromoindole, 2.50 g (16 mmol) 4-chlorophenylboronic acid, and 0.48 g (0.42 mmol) tetrakistriphenylphosphine palladium was heated to reflux for 2½ hours. The reaction mixture was allowed to cool and was then poured into 200 ml water and extracted with EtOAc. The organic layer was separated, dried over MgSO4, and concentrated. The residue was chromatographed on silica to afford 1.39 g 5-(4-chlorophenyl)indole as a white solid. Reactants: C1(=CC=CC=C1)CCC(=O)C1=CN=C2SC=C(N21)C ((2-Phenylethyl)-3-methylimidazo[2,1-b]thiazol-5-yl methanone), [BH4-].[Na+] (NaBH4). Run in C(C)O (ethanol), C(C)O (ethanol). Product: CC=1N2C(SC1)=NC=C2C(O)CCC2=CC=CC=C2 (3-Methyl-α-(2-phenylethyl)imidazo[2,1-b]thiazole-5-methanol). The yield is 86.9%. RXN SMILES: [C:1]1([CH2:7][CH2:8][C:9]([C:11]2[N:18]3[C:14]([S:15][CH:16]=[C:17]3[CH3:19])=[N:13][CH:12]=2)=[O:10])[CH:6]=[CH:5][CH:4]=[CH:3][CH:2]=1.[BH4-].[Na+]>C(O)C>[CH3:19][C:17]1[N:18]2[C:11]([CH:9]([CH2:8][CH2:7][C:1]3[CH:6]=[CH:5][CH:4]=[CH:3][CH:2]=3)[OH:10])=[CH:12][N:13]=[C:14]2[S:15][CH:16]=1 |f:1.2|. Procedure details: A solution of (2-Phenylethyl)-3-methylimidazo[2,1-b]thiazol-5-yl methanone (Formula B-6) (0.40 g) in ethanol (5.0 mL) was treated with a solution of NaBH4 (0.05 g) in ethanol (5 mL) and reacted for 18 hours. The solvent was removed in vacuo and the residue was treated with 5% acetic acid solution. Precipitated 3-Methyl-α-(2-phenylethyl)imidazo[2,1-b]thiazole-5-methanol (Formula B-8) (0.38 g) was filtered and recrystallized from isopropanol solution to provide pure 3-Methyl-α-(2-phenylethyl)imida...